This data is from the Open Reaction Database (ORD), a public repository of structured organic reaction records. The task is: describe an organic reaction: reactants, conditions, products, and yield Starting materials: C(#N)CC(=O)Cl (cyanoacetyl chloride), NC1=CC=C(C=C1)C=1CCC(NN1)=O (6-(p-aminophenyl)-4,5-dihydro-3(2H)-pyridazinone). Run in O1CCCC1 (tetrahydrofuran). Reaction conditions: time 10 minute. Yields the product C(#N)CC(=O)NC1=CC=C(C=C1)C=1CCC(NN1)=O (6-[p-(cyanoacetylamino)-phenyl]-4.5,-dihydro-3(2H)-pyridazinone). Isolated yield 54.2%. RXN SMILES: [C:1]([CH2:3][C:4](Cl)=[O:5])#[N:2].[NH2:7][C:8]1[CH:13]=[CH:12][C:11]([C:14]2[CH2:15][CH2:16][C:17](=[O:20])[NH:18][N:19]=2)=[CH:10][CH:9]=1>O1CCCC1>[C:1]([CH2:3][C:4]([NH:7][C:8]1[CH:13]=[CH:12][C:11]([C:14]2[CH2:15][CH2:16][C:17](=[O:20])[NH:18][N:19]=2)=[CH:10][CH:9]=1)=[O:5])#[N:2]. Reported procedure: 5.9 g (57.0 millimoles) of cyanoacetyl chloride were added dropwise to 6.0 g (31.7 millimoles) of 6-(p-aminophenyl)-4,5-dihydro-3(2H)-pyridazinone in 150 ml of absolute tetrahydrofuran at room temperature, while stirring. After the addition was complete, stirring was continued for a further 10 minutes at 50° C. The product was filtered off under suction at 10° C., washed first with tetrahydrofuran and then with water and recrystallized from dimethylformamide/water. 4.4 g (54%) of 6-[p-(cyanoacet... The reactants are COc1cc([N+](=O)[O-])c2nccc(C)c2c1O, [NH4+], [OH-], O=P(Cl)(Cl)Cl. Product: COc1cc([N+](=O)[O-])c2nccc(C)c2c1Cl. Reaction SMILES: [CH3:1][c:2]1[cH:3][cH:4][n:5][c:6]2[c:7]([N+:15](=[O:16])[O-:17])[cH:8][c:9]([O:13][CH3:14])[c:10]([OH:12])[c:11]12.[NH4+:18].[OH-:19].[P:20]([Cl:21])([Cl:22])([Cl:23])=[O:24]>>[CH3:1][c:2]1[cH:3][cH:4][n:5][c:6]2[c:7]([N+:15](=[O:16])[O-:17])[cH:8][c:9]([O:13][CH3:14])[c:10]([Cl:22])[c:11]12. Starting materials: [O-]B([O-])[O-], CCOC(=O)C1CCN(C(=O)c2ccccc2)CC1, C1CCOC1, COB(OC)OC, [Li+], [Li+], [Li+], O. The product is O=C(c1ccccc1)N1CCC(CO)CC1. As a reaction SMILES: [B:20]([O-:21])([O-:22])[O-:23].[C:1]([c:2]1[cH:3][cH:4][cH:5][cH:6][cH:7]1)(=[O:8])[N:9]1[CH2:10][CH2:11][CH:12]([C:15](=[O:16])[O:17][CH2:18][CH3:19])[CH2:13][CH2:14]1.[CH2:35]1[O:36][CH2:37][CH2:38][CH2:39]1.[CH3:27][O:28][B:29]([O:30][CH3:31])[O:32][CH3:33].[Li+:24].[Li+:25].[Li+:26].[OH2:34]>>[C:1]([c:2]1[cH:3][cH:4][cH:5][cH:6][cH:7]1)(=[O:8])[N:9]1[CH2:10][CH2:11][CH:12]([CH2:15][OH:16])[CH2:13][CH2:14]1. The reactants are N1(CCCCC1)CC1=CC(=NC=C1)OCCCN (3-[4-(Piperidinomethyl)pyrid-2-yloxy]propylamine), [N+](=O)([O-])NC1=NC=C(C(N1)=O)CC1=CC(N(C=C1)C)=O (2-nitroamino-5-(1-methyl-2-oxopyridin-4-ylmethyl)pyrimidin-4-one). Run in C(C)O (ethanol). Product: N1(CCCCC1)CC1=CC(=NC=C1)OCCCNC1=NC=C(C(N1)=O)CC1=CC(N(C=C1)C)=O (2-[3-[4-(Piperidinomethyl)pyrid-2-yloxy]propylamino]-5-(1-methyl-2-oxopyridin-4-ylmethyl)pyrimidin-4-one). As a reaction SMILES: [N:1]1([CH2:7][C:8]2[CH:13]=[CH:12][N:11]=[C:10]([O:14][CH2:15][CH2:16][CH2:17][NH2:18])[CH:9]=2)[CH2:6][CH2:5][CH2:4][CH2:3][CH2:2]1.[N+](N[C:23]1[NH:28][C:27](=[O:29])[C:26]([CH2:30][C:31]2[CH:36]=[CH:35][N:34]([CH3:37])[C:33](=[O:38])[CH:32]=2)=[CH:25][N:24]=1)([O-])=O>C(O)C>[N:1]1([CH2:7][C:8]2[CH:13]=[CH:12][N:11]=[C:10]([O:14][CH2:15][CH2:16][CH2:17][NH:18][C:23]3[NH:28][C:27](=[O:29])[C:26]([CH2:30][C:31]4[CH:36]=[CH:35][N:34]([CH3:37])[C:33](=[O:38])[CH:32]=4)=[CH:25][N:24]=3)[CH:9]=2)[CH2:6][CH2:5][CH2:4][CH2:3][CH2:2]1. Reported procedure: 3-[4-(Piperidinomethyl)pyrid-2-yloxy]propylamine (1.12 g) and 2-nitroamino-5-(1-methyl-2-oxopyridin-4-ylmethyl)pyrimidin-4-one (1.11 g) were refluxed in ethanol (20 ml) for 40 hours. The reaction mixture was evaporated under reduced pressure and the residue was subjected to medium pressure chromatography on silica gel (eluting with 5% methanol/95% chloroform) to afford the title compound. This was dissolved in isopropanol and treated with a solution of maleic acid (0.51 g) in isopropanol to affo...